This data is from the Open Reaction Database (ORD), a public repository of structured organic reaction records. The task is: describe an organic reaction: reactants, conditions, products, and yield Starting materials: O=C(O)Cc1cc(F)cc(F)c1, CC(N)C(=O)C1(N)N=C(c2ccccc2)c2cc(Cl)ccc2N(C)C1=O. The product is CC(NC(=O)Cc1cc(F)cc(F)c1)C(=O)C1(N)N=C(c2ccccc2)c2cc(Cl)ccc2N(C)C1=O. RXN SMILES: [F:1][c:2]1[cH:3][c:4]([CH2:9][C:10](=[O:11])[OH:12])[cH:5][c:6]([F:8])[cH:7]1.[NH2:13][CH:14]([CH3:15])[C:16](=[O:17])[C:18]1([NH2:38])[C:19](=[O:37])[N:20]([CH3:36])[c:21]2[c:22]([cH:31][c:32]([Cl:35])[cH:33][cH:34]2)[C:23]([c:25]2[cH:26][cH:27][cH:28][cH:29][cH:30]2)=[N:24]1>>[F:1][c:2]1[cH:3][c:4]([CH2:9][C:10](=[O:12])[NH:13][CH:14]([CH3:15])[C:16](=[O:17])[C:18]2([NH2:38])[C:19](=[O:37])[N:20]([CH3:36])[c:21]3[c:22]([cH:31][c:32]([Cl:35])[cH:33][cH:34]3)[C:23]([c:25]3[cH:26][cH:27][cH:28][cH:29][cH:30]3)=[N:24]2)[cH:5][c:6]([F:8])[cH:7]1. Reactants: BrC1=CC=2C3=C(C=NC2C=C1)N(C(N3C=3C(=NN(C3)C)C)=O)C (8-bromo-1-(1,3-dimethyl-1H-pyrazol-4-yl)-3-methyl-1,3-dihydro-imidazo[4,5-c]quinolin-2-one), BrC1=CC=2C3=C(C=NC2C=C1)N(C(N3C=3C(=NN(C3)C)C)=O)C (8-bromo-1-(1,3-dimethyl-1H-pyrazol-4-yl)-3-methyl-1,3-dihydro-imidazo[4,5-c]quinolin-2-one), CN1C2=C(OCC1)C=C(C=N2)B2OC(C(O2)(C)C)(C)C (4-methyl-7-(4,4,5,5-tetramethyl-1,3,2-dioxaborolan-2-yl)-3,4-dihydro-2H-pyrido[3,2-b][1,4]oxazine). Product: CN1N=C(C(=C1)N1C(N(C=2C=NC=3C=CC(=CC3C21)C2=CC=1OCCN(C1N=C2)C)C)=O)C (1-(1,3-Dimethyl-1H-pyrazol-4-yl)-3-methyl-8-(4-methyl-3,4-dihydro-2H-pyrido[3,2-b][1,4]oxazin-7-yl)-1,3-dihydro-imidazo[4,5-c]quinolin-2-one). Reaction SMILES: Br[C:2]1[CH:11]=[CH:10][C:9]2[N:8]=[CH:7][C:6]3[N:12]([CH3:23])[C:13](=[O:22])[N:14]([C:15]4[C:16]([CH3:21])=[N:17][N:18]([CH3:20])[CH:19]=4)[C:5]=3[C:4]=2[CH:3]=1.[CH3:24][N:25]1[CH2:30][CH2:29][O:28][C:27]2[CH:31]=[C:32](B3OC(C)(C)C(C)(C)O3)[CH:33]=[N:34][C:26]1=2>>[CH3:20][N:18]1[CH:19]=[C:15]([N:14]2[C:5]3[C:4]4[CH:3]=[C:2]([C:32]5[CH:33]=[N:34][C:26]6[N:25]([CH3:24])[CH2:30][CH2:29][O:28][C:27]=6[CH:31]=5)[CH:11]=[CH:10][C:9]=4[N:8]=[CH:7][C:6]=3[N:12]([CH3:23])[C:13]2=[O:22])[C:16]([CH3:21])=[N:17]1. Procedure: The title compound was synthesized in a similar manner as described for Example 1.1 using 8-bromo-1-(1,3-dimethyl-1H-pyrazol-4-yl)-3-methyl-1,3-dihydro-imidazo[4,5-c]quinolin-2-one (Intermediate A) and 4-methyl-7-(4,4,5,5-tetramethyl-1,3,2-dioxaborolan-2-yl)-3,4-dihydro-2H-pyrido[3,2-b][1,4]oxazine (ABCR, Karlsruhe, Germany) to give the title compound as a yellow foam. (HPLC: tR 2.15 min (Method A); M+H=442 MS-ES; 1H-NMR (d6-DMSO, 400 MHz) 8.90 (s, 1H), 8.13 (s, 1H), 8.03-7.99 (m, 1H), 7.89-7.82...